describe an organic reaction: reactants, conditions, products, and yield From a dataset of the Open Reaction Database (ORD), a public repository of structured organic reaction records. Reactants: C(=O)(O)[O-].[Na+] (NaHCO3), O (water), C(C)(C)(C)OC(NC1(C(OC(C1)O)=O)C1=CC=CC=C1)=O ((5-Hydroxy-2-oxo-3-phenyl-tetrahydro-furan-3-yl)-carbamic acid tert-butyl ester), C(=O)(O)[O-].[Na+] (NaHCO3), N[C@@H](CS)C(=O)OC.Cl (L-Cys-OMe.HCl). The solvent is CCO (EtOH). Conditions: time 8 hour. Product: COC(=O)C1NC(SC1)CC(C1=CC=CC=C1)(C(=O)O)NC(=O)OC(C)(C)C (2-(2-tert-Butoxycarbonylamino-2-carboxy-2-phenyl-ethyl)-thiazolidine-4-carboxylic acid methyl ester). The yield is 89.3%. As a reaction SMILES: [C:1]([O:5][C:6](=[O:21])[NH:7][C:8]1([C:15]2[CH:20]=[CH:19][CH:18]=[CH:17][CH:16]=2)[CH2:12][CH:11](O)[O:10][C:9]1=[O:14])([CH3:4])([CH3:3])[CH3:2].C([O-])(O)=O.[Na+].[NH2:27][C@H:28]([C:31]([O:33][CH3:34])=[O:32])[CH2:29][SH:30].Cl.O>CCO>[CH3:34][O:33][C:31]([CH:28]1[CH2:29][S:30][CH:11]([CH2:12][C:8]([NH:7][C:6]([O:5][C:1]([CH3:4])([CH3:3])[CH3:2])=[O:21])([C:9]([OH:10])=[O:14])[C:15]2[CH:20]=[CH:19][CH:18]=[CH:17][CH:16]=2)[NH:27]1)=[O:32] |f:1.2,3.4|. Procedure details: To a solution of compound 14 (5.6 g, 19.1 mmol) in EtOH (80 mL) was added 1 M aq. NaHCO3 solution (19.1 mL, 19.1 mmol), followed by the addition of L-Cys-OMe.HCl (3.3 g 19.1 mmol). The pH value of the resulting mixture was adjusted to 6.5 with 1 M NaHCO3 solution. After stirring overnight, the mixture was poured into water, extracted with ethyl acetate, and the combined organic phases were dried over Na2SO4 and concentrated to afford product 15 (7 g, 51.1%). MS (M+1): 411. This product was used ... Reactants: COc1cc(C(C)=O)ccc1OCc1ccccc1, ClCCl, O=[N+]([O-])O, O=S(=O)(O)O. Yields the product COc1cc(C(C)=O)c([N+](=O)[O-])cc1OCc1ccccc1. As a reaction SMILES: [CH2:1]([c:2]1[cH:3][cH:4][cH:5][cH:6][cH:7]1)[O:8][c:9]1[c:10]([O:18][CH3:19])[cH:11][c:12]([C:15]([CH3:16])=[O:17])[cH:13][cH:14]1.[Cl:29][CH2:30][Cl:31].[OH:20][N+:21]([O-:22])=[O:23].[S:24](=[O:25])(=[O:26])([OH:27])[OH:28]>>[CH2:1]([c:2]1[cH:3][cH:4][cH:5][cH:6][cH:7]1)[O:8][c:9]1[c:10]([O:18][CH3:19])[cH:11][c:12]([C:15]([CH3:16])=[O:17])[c:13]([N+:21](=[O:20])[O-:22])[cH:14]1.